This data is from the Open Reaction Database (ORD), a public repository of structured organic reaction records. The task is: describe an organic reaction: reactants, conditions, products, and yield Starting materials: Cl (hydrochloric acid), C(C)(C)OC(C)C (Diisopropyl ether), C(C1=CC=CC=C1)=O (Benzaldehyde), CC(C(C)=O)=NO (2,3-butanedione oxime), Cl (Hydrochloric acid). The solvent is C(C)(=O)O (acetic acid). Run at time 1 hour. Yields the product ClCC=1N=C(OC1C)C1=CC=CC=C1 (4-(chloromethyl)-5-methyl-2-phenyl-1,3-oxazole). Reaction SMILES: [CH:1](=[O:8])[C:2]1[CH:7]=[CH:6][CH:5]=[CH:4][CH:3]=1.[CH3:9][C:10](=[N:14]O)[C:11](=O)[CH3:12].[ClH:16].C(OC(C)C)(C)C>C(O)(=O)C>[Cl:16][CH2:9][C:10]1[N:14]=[C:1]([C:2]2[CH:7]=[CH:6][CH:5]=[CH:4][CH:3]=2)[O:8][C:11]=1[CH3:12]. Reported procedure: Benzaldehyde (342 g) and acetic acid (800 ml) were added to 2,3-butanedione oxime (300 g), and the mixture was stirred for dissolution at room temperature, followed by cooling. Hydrochloric acid gas was started to be blown into the mixture at 5° C., and hydrochloric acid gas was continuously blown at 10-25° C. for 5 hr. Diisopropyl ether (1200 ml) was added at 10-15° C. over about 1 hr, and the mixture was aged at 5-10° C. for 1 hr. The precipitated solid was collected by filtration and washed t... The reactants are C1(CC1)C=1C=CC=C2C(=NC(=NC12)C(C1=NC=C(C=C1)F)(F)F)O (8-cyclopropyl-2-(difluoro(5-fluoropyridin-2-yl)methyl)quinazolin-4-ol), P(=O)(Br)(Br)Br (phosphoryl tribromide), CCN(C(C)C)C(C)C (DIEA), CC1=CC(=NN1)N (5-methyl-1H-pyrazol-3-amine). Run in C1(=CC=CC=C1)C (toluene), CN(C)C=O (DMF). Run at temperature 95 celsius, time 8 hour. The product is C1(CC1)C=1C=CC=C2C(=NC(=NC12)C(C1=NC=C(C=C1)F)(F)F)NC1=NNC(=C1)C (8-cyclopropyl-2-(difluoro(5-fluoropyridin-2-yl)methyl)-N-(5-methyl-1H-pyrazol-3-yl)quinazolin-4-amine). The yield is 48.7%. As a reaction SMILES: [CH:1]1([C:4]2[CH:5]=[CH:6][CH:7]=[C:8]3[C:13]=2[N:12]=[C:11]([C:14]([F:23])([F:22])[C:15]2[CH:20]=[CH:19][C:18]([F:21])=[CH:17][N:16]=2)[N:10]=[C:9]3O)[CH2:3][CH2:2]1.P(Br)(Br)(Br)=O.CCN(C(C)C)C(C)C.[CH3:39][C:40]1[NH:44][N:43]=[C:42]([NH2:45])[CH:41]=1>CN(C=O)C.C1(C)C=CC=CC=1>[CH:1]1([C:4]2[CH:5]=[CH:6][CH:7]=[C:8]3[C:13]=2[N:12]=[C:11]([C:14]([F:23])([F:22])[C:15]2[CH:20]=[CH:19][C:18]([F:21])=[CH:17][N:16]=2)[N:10]=[C:9]3[NH:45][C:42]2[CH:41]=[C:40]([CH3:39])[NH:44][N:43]=2)[CH2:3][CH2:2]1. Procedure: To 8-cyclopropyl-2-(difluoro(5-fluoropyridin-2-yl)methyl)quinazolin-4-ol (50 mg, 0.15 mmol) were added phosphoryl tribromide (0.86 g) and toluene (2 mL) followed by DIEA (0.053 mL, 0.3 mmol). The mixture was heated at 95° C. for 0.5 h. The mixture was cooled and partitioned between EtOAc and a saturated aq sodium bicarbonate. The organic layer was dried over sodium sulfate and concentrated. To the residue was added a solution of 5-methyl-1H-pyrazol-3-amine (100 mg, 1 mmol) in DMF (3 mL) and the ... The reactants are BrC1=CC=C(C=C1)N=C=O (4-bromophenyl isocyanate), C1(CC1)N (cyclopropylamine). The solvent is O1CCCC1 (tetrahydrofuran), O1CCCC1 (tetrahydrofuran). Product: BrC1=CC=C(C=C1)NC(=O)NC1CC1 (1-(4-bromo-phenyl)-3-cyclopropyl-urea). Procedure details: Under a nitrogen atmosphere, tetrahydrofuran (80 ml) was added to 4-bromophenyl isocyanate 30 (10.0 g), and a solution of cyclopropylamine 1 (3.17 g) in tetrahydrofuran (20 ml) was added dropwise with stirring under ice-cooling. After the completion of the dropwise addition, the mixture was stirred at room temperature for 3 hrs, and the reaction mixture was concentrated under reduced pressure. Diethyl ether-hexane [1:1 (volume ratio), 100 ml] was added to the residue and, after stirring, the cry... As a reaction SMILES: [Br:1][C:2]1[CH:7]=[CH:6][C:5]([N:8]=[C:9]=[O:10])=[CH:4][CH:3]=1.[CH:11]1([NH2:14])[CH2:13][CH2:12]1>O1CCCC1>[Br:1][C:2]1[CH:7]=[CH:6][C:5]([NH:8][C:9]([NH:14][CH:11]2[CH2:13][CH2:12]2)=[O:10])=[CH:4][CH:3]=1. RXN SMILES: [O:1]=[C:2]1[CH:7](C(OCC2C=CC=CC=2)=O)[CH2:6][C:5](=[O:18])[NH:4][CH:3]1[CH2:19][C:20]1[CH:25]=[CH:24][CH:23]=[CH:22][CH:21]=1.[H][H]>[Pd].C(OCC)(=O)C>[C:20]1([CH2:19][CH:3]2[NH:4][C:5](=[O:18])[CH2:6][CH2:7][C:2]2=[O:1])[CH:21]=[CH:22][CH:23]=[CH:24][CH:25]=1. Reagents/catalysts: [Pd] (palladium on carbon). Yields the product C1(=CC=CC=C1)CC1C(CCC(N1)=O)=O ((±)-6-(phenylmethyl)-2,5-piperidinedione). Starting materials: O=C1C(NC(CC1C(=O)OCC1=CC=CC=C1)=O)CC1=CC=CC=C1 ((±)-3,6-dioxo-2-(phenylmethyl)-4-piperidinecarboxylic acid, phenylmethyl ester), [H][H] (hydrogen). The solvent is C(C)(=O)OCC (ethyl acetate). Procedure details: A stirred suspension of (±)-3,6-dioxo-2-(phenylmethyl)-4-piperidinecarboxylic acid, phenylmethyl ester, 1.59 g (0.0047 mole) and 0.2 g of 20% palladium on carbon in 200 ml of ethyl acetate was exposed to hydrogen gas for 15 minutes, the suspension was purged with nitrogen gas, filtered, and the solvent evaporated in vacuo and the residue chromatographed using 100 g of silica gel and eluting with 200 ml of dichloromethane-methanol (98:2) and 200 ml of dichloromethane-methanol (97:3) to give (±)-6... The reactants are OC1=C2C(=CC(OC2=CC(=C1)C(C)CCCC1=CC=C(C=C1)F)=O)C1=CC=NC=C1 (5-Hydroxy-7-[5-(4-Fluorophenyl)-2-Pentyl]-4-(4-Pyridyl)Coumarin). The reagents and catalysts are C(C)O (ethanol). Product: OC1=C2C(CC(OC2=CC(=C1)C(C)CCCC1=CC=C(C=C1)F)=O)C1=CC=NC=C1 (5-Hydroxy-7-[5-(4-Fluorophenyl)-2-Pentyl]-4-(4-Pyridyl)-3,4-Dihydro Coumarin). Reaction SMILES: [OH:1][C:2]1[CH:11]=[C:10]([CH:12]([CH2:14][CH2:15][CH2:16][C:17]2[CH:22]=[CH:21][C:20]([F:23])=[CH:19][CH:18]=2)[CH3:13])[CH:9]=[C:8]2[C:3]=1[C:4]([C:25]1[CH:30]=[CH:29][N:28]=[CH:27][CH:26]=1)=[CH:5][C:6](=[O:24])[O:7]2>C(O)C>[OH:1][C:2]1[CH:11]=[C:10]([CH:12]([CH2:14][CH2:15][CH2:16][C:17]2[CH:22]=[CH:21][C:20]([F:23])=[CH:19][CH:18]=2)[CH3:13])[CH:9]=[C:8]2[C:3]=1[CH:4]([C:25]1[CH:26]=[CH:27][N:28]=[CH:29][CH:30]=1)[CH2:5][C:6](=[O:24])[O:7]2. Procedure details: The coumarin of Example 2 (2.2 g) was hydrogenated in ethanol using 5% palladium on carbon as a catalyst. The resulting oil was purified on a Florisil column, eluting with chloroform to give the desired product. The reactants are [OH-].[K+] (KOH), C1(=CC=CC=C1)N1C2=C(C3=CC=CC=C13)C=C(S2)C(=O)OC (Methyl 8-phenylthieno[2,3-b]indole-2-carboxylate). Product: C1(=CC=CC=C1)N1C2=C(C3=CC=CC=C13)C=C(S2)C(=O)O (8-Phenylthieno[2,3-b]indole-2-carboxylic acid). Yield: 94.3%. As a reaction SMILES: [OH-].[K+].[C:3]1([N:9]2[C:17]3[C:12](=[CH:13][CH:14]=[CH:15][CH:16]=3)[C:11]3[CH:18]=[C:19]([C:21]([O:23]C)=[O:22])[S:20][C:10]2=3)[CH:8]=[CH:7][CH:6]=[CH:5][CH:4]=1>>[C:3]1([N:9]2[C:17]3[C:12](=[CH:13][CH:14]=[CH:15][CH:16]=3)[C:11]3[CH:18]=[C:19]([C:21]([OH:23])=[O:22])[S:20][C:10]2=3)[CH:4]=[CH:5][CH:6]=[CH:7][CH:8]=1 |f:0.1|. Procedure details: Prepared from KOH (0.51 g), (51) (0.70 g) after reflux overnight yielding (58) 0.63 g (94%). M.p. 206°-207° C. Starting materials: C(C)(C)C=1C=C(C=CC1)[N+](=O)[O-] (3-isopropylnitrobenzene), Cl (hydrochloric acid), [OH-].[Na+] (sodium hydroxide). The reagents and catalysts are [Fe] (iron). The solvent is C(C)O (ethanol), C(C)O (ethanol). Yields the product C(C)(C)C=1C=C(N)C=CC1 (3-isopropylaniline). As a reaction SMILES: [CH:1]([C:4]1[CH:5]=[C:6]([N+:10]([O-])=O)[CH:7]=[CH:8][CH:9]=1)([CH3:3])[CH3:2].Cl.[OH-].[Na+]>[Fe].C(O)C>[CH:1]([C:4]1[CH:5]=[C:6]([CH:7]=[CH:8][CH:9]=1)[NH2:10])([CH3:3])[CH3:2] |f:2.3|. Procedure: 2 G. (0.127 mole) of 3-isopropylnitrobenzene is dissolved in 300 ml. of 50% aqueous ethanol and 23 g. of iron powder is added with good stirring. The reaction mixture is brought to reflux and 13.5 ml. of a solution of 5.2 ml. of concentrated hydrochloric acid in 25 ml. of 50% aqueous ethanol is added while maintaining reflux and stirring. After 1/2 hour of stirring, the reaction mixture is made basic with 2.5 N sodium hydroxide and steam distilled. The distillate is extracted with chloroform and... Starting materials: ClCCCC(=O)C=1C=CC=2N(C3=CC=C(C=C3C2C1)C(CCCCl)=O)CC (3,6-bis(4-chlorobutyryl)-N-ethylcarbazole), ClCCC(C(=O)C=1C=CC=2N(C3=CC=C(C=C3C2C1)C(C(CCCl)C)=O)CC)C (3,6-bis(4-chloro-2-methylbutyryl)-N-ethylcarbazole). The product is C(C)N1C2=CC=C(C=C2C=2C=C(C=CC12)C(C(CCN1CCCCC1)C)=O)C(C(CCN1CCCCC1)C)=O (N-ETHYL-3,6-BIS(4-PIPERIDINO-2-METHYLBUTYRYL)CARBAZOLE). As a reaction SMILES: ClCCCC(C1C=CC2[N:11]([CH2:26][CH3:27])[C:12]3[C:17]([C:18]=2C=1)=CC(C(=O)CCCCl)=CC=3)=O.Cl[CH2:29][CH2:30][CH:31]([CH3:56])[C:32]([C:34]1[CH:35]=[CH:36][C:37]2[N:38]([CH2:54][CH3:55])[C:39]3[C:44]([C:45]=2[CH:46]=1)=[CH:43][C:42]([C:47](=[O:53])[CH:48]([CH3:52])[CH2:49][CH2:50]Cl)=[CH:41][CH:40]=3)=[O:33]>>[CH2:54]([N:38]1[C:37]2[CH:36]=[CH:35][C:34]([C:32](=[O:33])[CH:31]([CH3:56])[CH2:30][CH2:29][N:11]3[CH2:26][CH2:27][CH2:18][CH2:17][CH2:12]3)=[CH:46][C:45]=2[C:44]2[C:39]1=[CH:40][CH:41]=[C:42]([C:47](=[O:53])[CH:48]([CH3:52])[CH2:49][CH2:50][N:11]1[CH2:12][CH2:17][CH2:18][CH2:27][CH2:26]1)[CH:43]=2)[CH3:55]. Reported procedure: Following the procedure of Example 6, only substituting for 3,6-bis(4-chlorobutyryl)-N-ethylcarbazole the appropriate molar equivalent amount of 3,6-bis(4-chloro-2-methylbutyryl)-N-ethylcarbazole, the desired product is obtained. The reactants are C[Si](C)(C)CCOCCl, Cc1cccc2c1NC(=O)C2(C)C, CN(C)C=O, [H-], [Na+]. As a reaction SMILES: [CH3:16][Si:17]([CH2:18][CH2:19][O:20][CH2:21][Cl:22])([CH3:23])[CH3:24].[CH3:1][C:2]1([CH3:13])[C:3](=[O:12])[NH:4][c:5]2[c:6]([CH3:11])[cH:7][cH:8][cH:9][c:10]21.[CH3:25][N:26]([CH3:27])[CH:28]=[O:29].[H-:14].[Na+:15]>>[CH3:1][C:2]1([CH3:13])[C:3](=[O:12])[N:4]([CH2:21][O:20][CH2:19][CH2:18][Si:17]([CH3:16])([CH3:23])[CH3:24])[c:5]2[c:6]([CH3:11])[cH:7][cH:8][cH:9][c:10]21. Product: Cc1cccc2c1N(COCC[Si](C)(C)C)C(=O)C2(C)C.